From a dataset of the Open Reaction Database (ORD), a public repository of structured organic reaction records. describe an organic reaction: reactants, conditions, products, and yield Reactants: NC1=NC2=C(C=3C=C(C=NC13)CCC1=C(C=C(C=C1)CO)C)C=CC(=C2)C ((4-(2-(5-amino-8-methylbenzo[f][1,7]naphthyridin-2-yl)ethyl)-3-methylphenyl)methanol), I(=O)(=O)C1=C(C(=O)O)C=CC=C1 (2-iodoxybenzoic acid). Run in O (water), CS(=O)C (DMSO). Conditions: time 3 hour. The product is NC1=NC2=C(C=3C=C(C=NC13)CCC1=C(C=C(C=O)C=C1)C)C=CC(=C2)C (4-(2-(5-amino-8-methylbenzo[f][1,7]naphthyridin-2-yl)ethyl)-3-methylbenzaldehyde). RXN SMILES: [NH2:1][C:2]1[C:11]2[N:10]=[CH:9][C:8]([CH2:12][CH2:13][C:14]3[CH:19]=[CH:18][C:17]([CH2:20][OH:21])=[CH:16][C:15]=3[CH3:22])=[CH:7][C:6]=2[C:5]2[CH:23]=[CH:24][C:25]([CH3:27])=[CH:26][C:4]=2[N:3]=1.I(C1C=CC=CC=1C(O)=O)(=O)=O>CS(C)=O.O>[NH2:1][C:2]1[C:11]2[N:10]=[CH:9][C:8]([CH2:12][CH2:13][C:14]3[CH:19]=[CH:18][C:17]([CH:20]=[O:21])=[CH:16][C:15]=3[CH3:22])=[CH:7][C:6]=2[C:5]2[CH:23]=[CH:24][C:25]([CH3:27])=[CH:26][C:4]=2[N:3]=1. Procedure details: To a solution of (4-(2-(5-amino-8-methylbenzo[f][1,7]naphthyridin-2-yl)ethyl)-3-methylphenyl)methanol (from the previous step) in DMSO was added 2-iodoxybenzoic acid (IBX, 2.5 eq). The reaction was stirred at room temperature for 3 hours before being diluted with water. Extraction with EtOAc followed by concentration gave a crude residue which was purified by chromatography (silica gel, 50-100% EtOAc in hexanes) to afford 4-(2-(5-amino-8-methylbenzo[f][1,7]naphthyridin-2-yl)ethyl)-3-methylbenzal... The reactants are CNC(=O)C1=NN(C2=C1C(CC=1C=NC(=NC21)NC2=CC=C(C=C2)N2CCN(CC2)C)(C)C)C (8-[4-(4-methyl-piperazin-1-yl)-phenylamino]-1,4,4-trimethyl-4,5-dihydro-1H-pyrazolo[4,3-h]quinazoline-3-carboxylic acid methylamide), CO.ClCCl (methanol dichloromethane). Run in O1CCOCC1 (dioxane). Run at time 2 hour. Product: Cl.Cl.Cl.CNC(=O)C1=NN(C2=C1C(CC=1C=NC(=NC21)NC2=CC=C(C=C2)N2CCN(CC2)C)(C)C)C (8-[4-(4-methyl-piperazin-1-yl)-phenylamino]-1,4,4-trimethyl-4,5-dihydro-1H-pyrazolo[4,3-h]quinazoline-3-carboxylic Acid Methylamide tri-hydrochloride Salt). RXN SMILES: [CH3:1][NH:2][C:3]([C:5]1[C:9]2[C:10]([CH3:33])([CH3:32])[CH2:11][C:12]3[CH:13]=[N:14][C:15]([NH:18][C:19]4[CH:24]=[CH:23][C:22]([N:25]5[CH2:30][CH2:29][N:28]([CH3:31])[CH2:27][CH2:26]5)=[CH:21][CH:20]=4)=[N:16][C:17]=3[C:8]=2[N:7]([CH3:34])[N:6]=1)=[O:4].CO.[Cl:37]CCl>O1CCOCC1>[ClH:37].[ClH:37].[ClH:37].[CH3:1][NH:2][C:3]([C:5]1[C:9]2[C:10]([CH3:32])([CH3:33])[CH2:11][C:12]3[CH:13]=[N:14][C:15]([NH:18][C:19]4[CH:20]=[CH:21][C:22]([N:25]5[CH2:30][CH2:29][N:28]([CH3:31])[CH2:27][CH2:26]5)=[CH:23][CH:24]=4)=[N:16][C:17]=3[C:8]=2[N:7]([CH3:34])[N:6]=1)=[O:4] |f:1.2,4.5.6.7|. Reported procedure: To 8-[4-(4-methyl-piperazin-1-yl)-phenylamino]-1,4,4-trimethyl-4,5-dihydro-1H-pyrazolo[4,3-h]quinazoline-3-carboxylic acid methylamide (7.00 g, 15.192 mmol) dissolved into a 1:1 mixture of methanol/dichloromethane (149 mL) 4M hydrochloric acid in dioxane (12.12 mL, 48.48 mL) was added and the solution stirred at room temperature for 2 hours. After removing the solvent under reduced pressure, the reddish solid was dried at 43° C. under vacuum for 10 hours. There were obtained 8.11 g of the title ... Reactants: solution, C(C)(=O)OC/C=C/[C@@H]1CC[C@H](CC1)C1=CC=C(C#N)C=C1 (p-[trans-4-(3-acetoxy-trans-1-propenyl)cyclohexyl]benzonitrile), [Cl-].[NH4+] (ammonium chloride), C(C)[Mg]Br (ethylmagnesium bromide). Reagents/catalysts: [Li+].[Li+].[Cl-].[Cl-].[Cl-].[Cl-].[Cu+2] (dilithium tetrachlorocuprate). Solvent: O1CCCC1 (tetrahydrofuran), O1CCCC1 (tetrahydrofuran), O1CCCC1 (tetrahydrofuran). Run at temperature -15 celsius, time 1.5 hour. The product is residue, C(=C\CCC)/[C@@H]1CC[C@H](CC1)C1=CC=C(C#N)C=C1 (p-[trans-4-(trans-1-pentenyl)cyclohexyl]benzonitrile). The yield is 83.9%. Reaction SMILES: [CH2:1]([Mg]Br)[CH3:2].C(O[CH2:9]/[CH:10]=[CH:11]/[C@H:12]1[CH2:17][CH2:16][C@H:15]([C:18]2[CH:25]=[CH:24][C:21]([C:22]#[N:23])=[CH:20][CH:19]=2)[CH2:14][CH2:13]1)(=O)C.[Cl-].[NH4+]>O1CCCC1.[Li+].[Li+].[Cl-].[Cl-].[Cl-].[Cl-].[Cu+2]>[CH:11](/[C@H:12]1[CH2:13][CH2:14][C@H:15]([C:18]2[CH:19]=[CH:20][C:21]([C:22]#[N:23])=[CH:24][CH:25]=2)[CH2:16][CH2:17]1)=[CH:10]\[CH2:9][CH2:1][CH3:2] |f:2.3,5.6.7.8.9.10.11|. Procedure: A solution of 7.1 mmol of ethylmagnesium bromide (prepared from 172 mg of magnesium and 530 μl of ethyl bromide) in 20 ml of absolute tetrahydrofuran was placed at -78° C. while gassing with argon in a sulphonation flask provided with a thermometer, dropping funnel and serum cap and treated in sequence with 3.6 ml of a 0.48M solution of dilithium tetrachlorocuprate in absolute tetrahydrofuran and with a solution of 500 mg of p-[trans-4-(3-acetoxy-trans-1-propenyl)cyclohexyl]benzonitrile in 10 ml... Product: ClC1=CC(=C(N=N1)OC1=CC(=CC=C1)C(F)(F)F)O (6-chloro-3-[3-(trifluoromethyl)phenoxy]-4-pyridazinol), solids. The yield is 69.7%. As a reaction SMILES: [OH:1][C:2]1[CH:7]=[C:6]([Cl:8])[N:5]=[N:4][C:3]=1Cl.[F:10][C:11]([F:20])([F:19])[C:12]1[CH:13]=[C:14]([OH:18])[CH:15]=[CH:16][CH:17]=1.[OH-].[Na+].Cl>O.CS(C)=O.ClC1C=CC=CC=1Cl>[Cl:8][C:6]1[N:5]=[N:4][C:3]([O:18][C:14]2[CH:15]=[CH:16][CH:17]=[C:12]([C:11]([F:10])([F:19])[F:20])[CH:13]=2)=[C:2]([OH:1])[CH:7]=1 |f:2.3|. The solvent is O (water), CS(=O)C (dimethyl sulfoxide), ClC1=C(C=CC=C1)Cl (1,2-dichlorobenzene). Reactants: Cl (hydrochloric acid), resultant mixture, OC1=C(N=NC(=C1)Cl)Cl (4-hydroxy-3,6-dichloropyridazine), FC(C=1C=C(C=CC1)O)(F)F (3-trifluoromethylphenol), [OH-].[Na+] (sodium hydroxide). Procedure: 3.0 g (purity: 90%; 16.4 mmol) of 4-hydroxy-3,6-dichloropyridazine, 7.96 g (49.1 mmol) of 3-trifluoromethylphenol, and 2.03 g (purity: 97%; 49.1 mmol) of sodium hydroxide were added to a mixture of 19.1 g of 1,2-dichlorobenzene and 3.0 g of dimethyl sulfoxide and matured at 180° C. for 8 hours. After completion of the reaction, the reaction mixture was cooled to room temperature, and 50 g of pure water was added to the cooled mixture. A 35% aqueous hydrochloric acid solution was added to the res... Run at time 8 hour. Reactants: OCCCCCCCCCC(=O)O (10-hydroxydecanoic acid), compound 881, compound 882, C(C)Br (ethyl bromide), C([O-])([O-])=O.[Li+].[Li+] (lithium carbonate). Run in CN(C)C=O (DMF). Run at time 6 hour. Yields the product C(C)OC(CCCCCCCCCO)=O (10-hydroxydecanoic acid ethyl ester). Yield: 27.8%. RXN SMILES: [OH:1][CH2:2][CH2:3][CH2:4][CH2:5][CH2:6][CH2:7][CH2:8][CH2:9][CH2:10][C:11]([OH:13])=[O:12].[CH2:14](Br)[CH3:15].C(=O)([O-])[O-].[Li+].[Li+]>CN(C=O)C>[CH2:14]([O:12][C:11](=[O:13])[CH2:10][CH2:9][CH2:8][CH2:7][CH2:6][CH2:5][CH2:4][CH2:3][CH2:2][OH:1])[CH3:15] |f:2.3.4|. Procedure: A mixture of 10-hydroxydecanoic acid (0.25 g, 1.33 mmol; 11-hydroxyundecanoic acid for compound 881 and 12-hydroxydodecanoic acid for compound 882), ethyl bromide (0.16 g, 1.46 mmol), and lithium carbonate (0.11 g, 1.46 mmol) in DMF (25 mL) was stirred at 70 C for 6 h. Then the product was extracted with ether (30 mL), and the ether solution was washed with 1 N NaOH aqueous solution (20 mL) and water (30 mL), dried over Na2SO4, and concentrated. The residue was purified by column chromatography ... Starting materials: CC[O-], CC[O-], CC[O-], CC[O-], COc1c(F)cccc1C(C)CC(O)(C=O)C(F)(F)F, Nc1cccc2[nH]c(=O)ccc12, [Ti+4]. Yields the product COc1c(F)cccc1C(C)CC(O)(C=Nc1cccc2[nH]c(=O)ccc12)C(F)(F)F. Reaction SMILES: [CH3:33][CH2:34][O-:35].[CH3:36][CH2:37][O-:38].[CH3:39][CH2:40][O-:41].[CH3:42][CH2:43][O-:44].[F:1][c:2]1[c:3]([O:19][CH3:20])[c:4]([CH:8]([CH2:9][C:10]([CH:11]=[O:12])([C:13]([F:14])([F:15])[F:16])[OH:17])[CH3:18])[cH:5][cH:6][cH:7]1.[NH2:21][c:22]1[c:23]2[cH:24][cH:25][c:26](=[O:32])[nH:27][c:28]2[cH:29][cH:30][cH:31]1.[Ti+4:45]>>[F:1][c:2]1[c:3]([O:19][CH3:20])[c:4]([CH:8]([CH2:9][C:10]([CH:11]=[N:21][c:22]2[c:23]3[cH:24][cH:25][c:26](=[O:32])[nH:27][c:28]3[cH:29][cH:30][cH:31]2)([C:13]([F:14])([F:15])[F:16])[OH:17])[CH3:18])[cH:5][cH:6][cH:7]1. The reactants are CCC(=O)Cl, COCCOC, CN(C(=O)Cc1csc(N)n1)c1ccc(Cl)cc1, c1ccncc1. The product is CCC(=O)Nc1nc(CC(=O)N(C)c2ccc(Cl)cc2)cs1. As a reaction SMILES: [C:25]([CH2:26][CH3:27])(=[O:28])[Cl:29].[CH3:30][O:31][CH2:32][CH2:33][O:34][CH3:35].[NH2:1][c:2]1[s:3][cH:4][c:5]([CH2:7][C:8]([N:9]([CH3:10])[c:11]2[cH:12][cH:13][c:14]([Cl:17])[cH:15][cH:16]2)=[O:18])[n:6]1.[cH:19]1[cH:20][cH:21][n:22][cH:23][cH:24]1>>[NH:1]([c:2]1[s:3][cH:4][c:5]([CH2:7][C:8]([N:9]([CH3:10])[c:11]2[cH:12][cH:13][c:14]([Cl:17])[cH:15][cH:16]2)=[O:18])[n:6]1)[C:25]([CH2:26][CH3:27])=[O:28].